From a dataset of the Open Reaction Database (ORD), a public repository of structured organic reaction records. describe an organic reaction: reactants, conditions, products, and yield Starting materials: IC1=CC=C(C(C(=O)O)=C1)O (5-iodosalicylic acid), Cl (hydrochloric acid). Run in hexanes, O1CCCC1 (tetrahydrofuran). Reaction conditions: time 2 hour. Product: OC1=C(CO)C=C(C=C1)I (2-hydroxy-5-iodobenzyl alcohol), solid. Isolated yield 90.1%. Reaction SMILES: [I:1][C:2]1[CH:10]=[C:6]([C:7](O)=[O:8])[C:5]([OH:11])=[CH:4][CH:3]=1.Cl>O1CCCC1>[OH:11][C:5]1[CH:4]=[CH:3][C:2]([I:1])=[CH:10][C:6]=1[CH2:7][OH:8]. Procedure details: A solution of 5-iodosalicylic acid (25.0 g, 94.6 mmol) in tetrahydrofuran (500 mL) was cooled to 0° C. With vigorous mixing, borane-methyl sulfide complex (15.1 ml of 10 M solution, 151.0 mmol) was added drop-wise over 0.25 hours. The solution was warmed to room temperature and then heated at reflux for 4 h. A white precipitate formed during the reflux. The solution was cooled to room temperature and 10% aqueous hydrochloric acid (100 mL) was added over 15 min and the solution stirred at room te... Reactants: CCCC[N+](CCCC)(CCCC)CCCC, C1CCOC1, [F-], CC(C)[Si](OC1CCC(c2cccc(F)c2F)=Cc2cccnc21)(C(C)C)C(C)C. Yields the product OC1CCC(c2cccc(F)c2F)=Cc2cccnc21. As a reaction SMILES: [CH2:32]([N+:33]([CH2:34][CH2:35][CH2:36][CH3:37])([CH2:38][CH2:39][CH2:40][CH3:41])[CH2:42][CH2:43][CH2:44][CH3:45])[CH2:46][CH2:47][CH3:48].[CH2:49]1[O:50][CH2:51][CH2:52][CH2:53]1.[F-:31].[F:1][c:2]1[c:3]([C:9]2=[CH:10][c:11]3[c:12]([n:13][cH:14][cH:15][cH:16]3)[CH:17]([O:20][Si:21]([CH:22]([CH3:23])[CH3:24])([CH:25]([CH3:26])[CH3:27])[CH:28]([CH3:29])[CH3:30])[CH2:18][CH2:19]2)[cH:4][cH:5][cH:6][c:7]1[F:8]>>[F:1][c:2]1[c:3]([C:9]2=[CH:10][c:11]3[c:12]([n:13][cH:14][cH:15][cH:16]3)[CH:17]([OH:20])[CH2:18][CH2:19]2)[cH:4][cH:5][cH:6][c:7]1[F:8]. Starting materials: CC1(C(=O)c2c[nH]c3ncc(Br)nc23)CCCCC1, CNc1ccc(B2OC(C)(C)C(C)(C)O2)cc1. The product is CNc1ccc(-c2cnc3[nH]cc(C(=O)C4(C)CCCCC4)c3n2)cc1. As a reaction SMILES: [Br:1][c:2]1[n:3][c:4]2[c:5]([n:6][cH:7]1)[nH:8][cH:9][c:10]2[C:11](=[O:12])[C:13]1([CH3:19])[CH2:14][CH2:15][CH2:16][CH2:17][CH2:18]1.[CH3:20][NH:21][c:22]1[cH:23][cH:24][c:25]([B:28]2[O:29][C:30]([CH3:31])([CH3:32])[C:33]([CH3:34])([CH3:35])[O:36]2)[cH:26][cH:27]1>>[c:2]1(-[c:25]2[cH:24][cH:23][c:22]([NH:21][CH3:20])[cH:27][cH:26]2)[n:3][c:4]2[c:5]([n:6][cH:7]1)[nH:8][cH:9][c:10]2[C:11](=[O:12])[C:13]1([CH3:19])[CH2:14][CH2:15][CH2:16][CH2:17][CH2:18]1.